This data is from the Open Reaction Database (ORD), a public repository of structured organic reaction records. The task is: describe an organic reaction: reactants, conditions, products, and yield The product is CC(=O)N1CCc2nc(Nc3ccc(-c4cnco4)cc3)nc(N(C)Cc3cccnc3)c2C1. As a reaction SMILES: [CH3:34][NH:35][CH2:36][c:37]1[cH:38][n:39][cH:40][cH:41][cH:42]1.[CH3:43][S:44]([CH3:45])=[O:46].[F:1][C:2]([F:3])([F:4])[S:5]([O:6][c:7]1[c:8]2[c:9]([n:10][c:11]([NH:13][c:14]3[cH:15][cH:16][c:17](-[c:20]4[cH:21][n:22][cH:23][o:24]4)[cH:18][cH:19]3)[n:12]1)[CH2:25][CH2:26][N:27]([C:29]([CH3:30])=[O:31])[CH2:28]2)(=[O:32])=[O:33]>>[c:7]1([N:35]([CH3:34])[CH2:36][c:37]2[cH:38][n:39][cH:40][cH:41][cH:42]2)[c:8]2[c:9]([n:10][c:11]([NH:13][c:14]3[cH:15][cH:16][c:17](-[c:20]4[cH:21][n:22][cH:23][o:24]4)[cH:18][cH:19]3)[n:12]1)[CH2:25][CH2:26][N:27]([C:29]([CH3:30])=[O:31])[CH2:28]2. Starting materials: CNCc1cccnc1, CS(C)=O, CC(=O)N1CCc2nc(Nc3ccc(-c4cnco4)cc3)nc(OS(=O)(=O)C(F)(F)F)c2C1. Reactants: CC(CN1C(=CC2=C1N=C(N=C2)C#N)CN2CCC(CC2)=O)(C)C (7-(2,2-dimethyl-propyl)-6-(4-oxo-piperidin-1-ylmethyl)-7H-pyrrolo[2,3-d]pyrimidine-2-carbonitrile), N1=CC=CC=C1 (pyridine), ON (hydroxyl amine). Solvent: C(Cl)Cl (CH2Cl2). Reaction conditions: time 24 hour. The product is CC(CN1C(=CC2=C1N=C(N=C2)C#N)CN2CCC(CC2)=NO)(C)C (7-(2,2-dimethyl-propyl)-6-(4-hydroxyimino-piperidin-1-ylmethyl)-7H-pyrrolo[2,3-d]pyrimidine-2-carbonitrile). Isolated yield 97.9%. Reaction SMILES: [CH3:1][C:2]([CH3:24])([CH3:23])[CH2:3][N:4]1[C:8]2[N:9]=[C:10]([C:13]#[N:14])[N:11]=[CH:12][C:7]=2[CH:6]=[C:5]1[CH2:15][N:16]1[CH2:21][CH2:20][C:19](=O)[CH2:18][CH2:17]1.N1C=CC=CC=1.[OH:31][NH2:32]>C(Cl)Cl>[CH3:1][C:2]([CH3:24])([CH3:23])[CH2:3][N:4]1[C:8]2[N:9]=[C:10]([C:13]#[N:14])[N:11]=[CH:12][C:7]=2[CH:6]=[C:5]1[CH2:15][N:16]1[CH2:21][CH2:20][C:19](=[N:32][OH:31])[CH2:18][CH2:17]1. Procedure details: To a solution of 100 mg (0.30 mmoles) of 7-(2,2-dimethyl-propyl)-6-(4-oxo-piperidin-1-ylmethyl)-7H-pyrrolo[2,3-d]pyrimidine-2-carbonitrile and 0.047 ml (0.75 mmoles) of pyridine in 5 ml of CH2Cl2, 52 mg (0.75 mmoles) of hydroxyl amine is added at ambient temperature. After being stirred for 24 hours, the reaction mixture is quenched with H2O and extracted with CH2Cl2. The combined extracts are washed with brine, dried over MgSO4 and concentrated under reduced pressure. The residue is purified by... The reactants are IC=1N=[N+](C2=C(N1)C=C1C(CCO1)=C2)[O-] (3-Iodo-7,8-dihydrobenzofuro[6,5-e][1,2,4]triazine 1-Oxide), C(C=C)O (allyl alcohol), C(=O)(O)[O-].[Na+] (NaHCO3), N#N (N2). The reagents and catalysts are [N+](CCCC)(CCCC)(CCCC)CCCC.[Br-] (nBu4NBr), CC(=O)[O-].CC(=O)[O-].[Pd+2] (Pd(OAc)2). The solvent is CN(C)C=O (DMF). Run at temperature 60 celsius, time 24 hour. Product: [O-][N+]1=NC(=NC2=C1C=C1C(=C2)OCC1)CCC=O (3-(1-Oxido-7,8-dihydrofuro[2,3-g][1,2,4]benzotriazin-3-yl)propanal). Reaction SMILES: N#N.I[C:4]1[N:5]=[N+:6]([O-:17])[C:7]2[CH:16]=[C:12]3[CH2:13][CH2:14][O:15][C:11]3=[CH:10][C:8]=2[N:9]=1.[CH2:18]([OH:21])[CH:19]=[CH2:20].C([O-])(O)=O.[Na+]>[N+](CCCC)(CCCC)(CCCC)CCCC.[Br-].CN(C=O)C.CC([O-])=O.CC([O-])=O.[Pd+2]>[O-:17][N+:6]1[C:7]2[CH:16]=[C:12]3[CH2:13][CH2:14][O:15][C:11]3=[CH:10][C:8]=2[N:9]=[C:4]([CH2:20][CH2:19][CH:18]=[O:21])[N:5]=1 |f:3.4,5.6,8.9.10|. Procedure details: Pd(OAc)2 (53 mg, 0.24 mmol) was added to a N2-purged solution of iodide 213 (1.50 g, 4.8 mmol), allyl alcohol (0.91 mL, 13.3 mmol), nBu4NBr (1.38 g, 4.3 mmol) and NaHCO3 (880 mg, 10.5 mmol) in dry DMF (40 mL) and the solution was stirred at 60° C. for 24 h under N2. The mixture was quenched with saturated aqueous NH4Cl solution (150 mL) and filtered. The filtrate was extracted with EtOAc (5×50 mL), dried and the solvent evaporated. The residue was purified by chromatography, eluting with a gradi... Solvent: C(C)(=O)O (acetic acid). Yields the product CC1CC2=C(CN1)N=NN2C2=NC=CC=C2 (6-Methyl-1-(pyridin-2-yl)-4,5,6,7-tetrahydro-1H-[1,2,3]triazolo[4,5-c]pyridine). Reaction SMILES: [CH3:1][C:2]1[N:7]=[CH:6][C:5]2[N:8]=[N:9][N:10]([C:11]3[CH:16]=[CH:15][CH:14]=[CH:13][N:12]=3)[C:4]=2[CH:3]=1>C(O)(=O)C.[Rh]>[CH3:1][CH:2]1[NH:7][CH2:6][C:5]2[N:8]=[N:9][N:10]([C:11]3[CH:16]=[CH:15][CH:14]=[CH:13][N:12]=3)[C:4]=2[CH2:3]1. Reported procedure: A solution of 6-methyl-1-(pyridin-2-yl)-1H-[1,2,3]triazolo[4,5-c]pyridine (530 mg, 1.932 mmol) in acetic acid (100 mL) was passed through a Rh/C cartridge using an HCube® hydrogenation apparatus at 90 bar, 90° C. and 1 mL/min. The acetic acid was concentrated and to the residue was added 1N NaOH until pH 12 was obtained. The water layer was extracted with 20% IPA/CH2Cl2 three times. The organic layers were combined, dried over anhydrous MgSO4, filtered and concentrated to a light brown solid (24... The reactants are CC1=CC2=C(C=N1)N=NN2C2=NC=CC=C2 (6-methyl-1-(pyridin-2-yl)-1H-[1,2,3]triazolo[4,5-c]pyridine). Reagents/catalysts: [Rh] (Rh/C). The solvent is O (water), CO (MeOH), O (H2O). Product: C(CC)C=1NC(C2=C(N1)C=CC(=N2)Cl)=O (2-propyl-6-chloro-pyrido [3,2-d]pyrimidin-4(3H)one). Reactants: ClC1=NC(=C(C=C1)NC(CCC)=O)C#N (2-chloro-5-(N-butyroyl)amino-6-cyano-pyridine), [OH-].[Na+] (NaOH), C(C)(=O)O (acetic acid). As a reaction SMILES: [Cl:1][C:2]1[CH:7]=[CH:6][C:5]([NH:8][C:9](=O)[CH2:10][CH2:11][CH3:12])=[C:4]([C:14]#[N:15])[N:3]=1.[OH-].[Na+].C(O)(=[O:20])C>CO.O>[CH2:10]([C:9]1[NH:15][C:14](=[O:20])[C:4]2[N:3]=[C:2]([Cl:1])[CH:7]=[CH:6][C:5]=2[N:8]=1)[CH2:11][CH3:12] |f:1.2|. Procedure details: To a solution of 0.56 g (2.5 mol) of 2-chloro-5-(N-butyroyl)amino-6-cyano-pyridine in 5 ml of MeOH was added 2.78 ml (5.56 mmol) of 2N NaOH followed by 0.33 ml (5.0 mmol) of 30% H2O. The reaction mixture was diluted with 10 ml of water and acidified with acetic acid. The mixture was extracted with EtOAc (3×20 ml). The combined organic phases were washed with brine and dried over MgSO4. The solution was filtered and the filtrate was concentrated in vacuo. The residue was recrystallized from MeOH ... Starting materials: CCc1ncccc1OC(C)=O, CCO, [Li+], [OH-]. The product is CCc1ncccc1O. RXN SMILES: [C:1](=[O:2])([CH3:3])[O:4][c:5]1[c:6]([CH2:11][CH3:12])[n:7][cH:8][cH:9][cH:10]1.[CH3:15][CH2:16][OH:17].[Li+:14].[OH-:13]>>[OH:4][c:5]1[c:6]([CH2:11][CH3:12])[n:7][cH:8][cH:9][cH:10]1. The reactants are CCOC(=O)C=Cc1ccc(OC)c(OC)c1OC, CCO, [K+], [OH-]. Product: COc1ccc(C=CC(=O)O)c(OC)c1OC. RXN SMILES: [CH3:1][O:2][c:3]1[c:4]([CH:13]=[CH:14][C:15](=[O:16])[O:17][CH2:18][CH3:19])[cH:5][cH:6][c:7]([O:11][CH3:12])[c:8]1[O:9][CH3:10].[CH3:22][CH2:23][OH:24].[K+:21].[OH-:20]>>[CH3:1][O:2][c:3]1[c:4]([CH:13]=[CH:14][C:15](=[O:16])[OH:17])[cH:5][cH:6][c:7]([O:11][CH3:12])[c:8]1[O:9][CH3:10].